Dataset: the Open Reaction Database (ORD), a public repository of structured organic reaction records. Task: describe an organic reaction: reactants, conditions, products, and yield The reactants are Brc1cscc1Br, [Li], O=C1NC(=O)C(=O)C(=O)N1. Yields the product O=C1NC(=O)C(O)(c2cscc2Br)C(=O)N1. As a reaction SMILES: [Br:2][c:3]1[cH:4][s:5][cH:6][c:7]1[Br:8].[Li:1].[NH:9]1[C:10](=[O:11])[NH:12][C:13](=[O:14])[C:15](=[O:16])[C:17]1=[O:18]>>[c:3]1([C:15]2([OH:16])[C:13](=[O:14])[NH:12][C:10](=[O:11])[NH:9][C:17]2=[O:18])[cH:4][s:5][cH:6][c:7]1[Br:8]. Starting materials: CN1CCC(=O)CC1, CC(Cl)Cl, O=[N+]([O-])c1ccc2c(c1)NCC2, [Na+], O=C([O-])O. The product is CN1CCC(N2CCc3ccc([N+](=O)[O-])cc32)CC1. RXN SMILES: [CH3:13][N:14]1[CH2:15][CH2:16][C:17](=[O:20])[CH2:18][CH2:19]1.[Cl:26][CH:27]([Cl:28])[CH3:29].[N+:1](=[O:2])([O-:3])[c:4]1[cH:5][cH:6][c:7]2[c:11]([cH:12]1)[NH:10][CH2:9][CH2:8]2.[Na+:25].[O-:21][C:22]([OH:23])=[O:24]>>[N+:1](=[O:2])([O-:3])[c:4]1[cH:5][cH:6][c:7]2[c:11]([cH:12]1)[N:10]([CH:17]1[CH2:16][CH2:15][N:14]([CH3:13])[CH2:19][CH2:18]1)[CH2:9][CH2:8]2. Reactants: NC1=CC(NC(N1CC(C)C)=S)=O (6-Amino-1-isobutyl-2-thioxo-2,3-dihydro-1H-pyrimidin-4-one), N(=O)[O-].[Na+] (Sodium nitrite), O (water). The solvent is C(C)(=O)O (acetic acid). Run at temperature 75 celsius. The product is NC1=C(C(NC(N1CC(C)C)=S)=O)N=O (6-Amino-1-isobutyl-5-nitroso-2-thioxo-2,3-dihydro-1H-pyrimidin-4-one). The yield is 96.4%. RXN SMILES: [NH2:1][C:2]1[N:7]([CH2:8][CH:9]([CH3:11])[CH3:10])[C:6](=[S:12])[NH:5][C:4](=[O:13])[CH:3]=1.[N:14]([O-])=[O:15].[Na+].O>C(O)(=O)C>[NH2:1][C:2]1[N:7]([CH2:8][CH:9]([CH3:11])[CH3:10])[C:6](=[S:12])[NH:5][C:4](=[O:13])[C:3]=1[N:14]=[O:15] |f:1.2|. Procedure details: 6-Amino-1-isobutyl-2-thioxo-2,3-dihydro-1H-pyrimidin-4-one (1.0 g, 5.0 mmol) was suspended in 10% acetic acid (20 mL). Sodium nitrite (0.38 g, 5.5 mmol) was added and the resulting mixture was heated at 75° C. for 1 h. The reaction mixture became first pink and then purple. The purple mixture was cooled to room temperature. Then water (20 mL) was added and the purple solid was collected by filtration and washed with water to give the title compound (1.1 g, 92% yield). This solid was used in the ... Reactants: BrC1=NC2=C(N1[C@H]1[C@H](OC(C)=O)[C@H](OC(C)=O)[C@H](O1)C)C=C(C=C2)Cl (2-bromo-6-chloro-1-(2,3-di-O-acetyl-5-deoxy-β-D-ribofuranosyl)-1H-benzimidazole), C([O-])([O-])=O.[Na+].[Na+] (sodium carbonate). Solvent: CO (MeOH), CCO (EtOH), O (water). Reaction conditions: time 6 hour. Yields the product BrC1=NC2=C(N1[C@H]1[C@H](O)[C@H](O)[C@H](O1)C)C=C(C=C2)Cl (2-bromo-6-chloro-1-(5-deoxy-β-D-ribofuranosyl)-1H-benzimidazole). Isolated yield 69.0%. As a reaction SMILES: [Br:1][C:2]1[N:6]([C@@H:7]2[O:19][C@H:18]([CH3:20])[C@@H:13]([O:14]C(=O)C)[C@H:8]2[O:9]C(=O)C)[C:5]2[CH:21]=[C:22]([Cl:25])[CH:23]=[CH:24][C:4]=2[N:3]=1.C(=O)([O-])[O-].[Na+].[Na+]>CO.CCO.O>[Br:1][C:2]1[N:6]([C@@H:7]2[O:19][C@H:18]([CH3:20])[C@@H:13]([OH:14])[C@H:8]2[OH:9])[C:5]2[CH:21]=[C:22]([Cl:25])[CH:23]=[CH:24][C:4]=2[N:3]=1 |f:1.2.3|. Procedure details: A mixture of 0.44 g (1 mmol) of 2-bromo-6-chloro-1-(2,3-di-O-acetyl-5-deoxy-β-D-ribofuranosyl)-1H-benzimidazole and 0.17 g (1.6 mmol) of sodium carbonate in 8 mL of MeOH, 8 mL of EtOH and 2 mL of water was stirred at room temperature for 6 h. The reaction mixture was concentrated and redissolved in 50 mL of EtOAc. After 2 washings with saturated brine, the EtOAc solution was dried over MgSO4. Solvent removal resulted in a crude product which was flash column chromatographed on silica gel with Et... Reactants: CCC(=CC1COC(C)(C)N1C(=O)OC(C)(C)C)c1ccc(Cl)cc1, CCOC(C)=O, Cl, [Na+], C1COCCO1, [OH-]. Yields the product CCC(=CC(N)CO)c1ccc(Cl)cc1. As a reaction SMILES: [C:1]([O:2][C:3](=[O:7])[N:8]1[C:4]([CH3:5])([CH3:6])[O:10][CH2:11][CH:12]1[CH:13]=[C:14]([CH2:15][CH3:16])[c:17]1[cH:18][cH:19][c:20]([Cl:23])[cH:21][cH:22]1)([CH3:9])([CH3:24])[CH3:25].[CH3:35][CH2:36][O:37][C:38](=[O:39])[CH3:40].[ClH:26].[Na+:28].[O:29]1[CH2:30][CH2:31][O:32][CH2:33][CH2:34]1.[OH-:27]>>[NH2:8][CH:12]([CH2:11][OH:10])[CH:13]=[C:14]([CH2:15][CH3:16])[c:17]1[cH:18][cH:19][c:20]([Cl:23])[cH:21][cH:22]1. The reactants are ClCCC(=O)N1C2=C(NC(C3=C1C=CC=C3)=O)C=CC=N2 (11-(3-chloropropionyl)-5,11-dihydro-6H-pyrido-[2,3-b][1,4]-benzodiazepine-6-one), C([O-])([O-])=O.[Na+].[Na+] (sodium carbonate), C(C=C(C)C)N1CCNCC1 (1-prenylpiperazine). Run in C(C)O (ethanol). The product is C(C=C(C)C)N1CCN(CC1)CCC(=O)N1C2=C(NC(C3=C1C=CC=C3)=O)C=CC=N2 (5,11-dihydro-11-[3-(4-prenyl-1-piperazinyl)-propionyl]-6H-pyrido-[2,3-b][1,4]-benzodiazepine-6-one). Isolated yield 62.0%. As a reaction SMILES: Cl[CH2:2][CH2:3][C:4]([N:6]1[C:12]2[CH:13]=[CH:14][CH:15]=[CH:16][C:11]=2[C:10](=[O:17])[NH:9][C:8]2[CH:18]=[CH:19][CH:20]=[N:21][C:7]1=2)=[O:5].C(=O)([O-])[O-].[Na+].[Na+].[CH2:28]([N:33]1[CH2:38][CH2:37][NH:36][CH2:35][CH2:34]1)[CH:29]=[C:30]([CH3:32])[CH3:31]>C(O)C>[CH2:28]([N:33]1[CH2:34][CH2:35][N:36]([CH2:2][CH2:3][C:4]([N:6]2[C:12]3[CH:13]=[CH:14][CH:15]=[CH:16][C:11]=3[C:10](=[O:17])[NH:9][C:8]3[CH:18]=[CH:19][CH:20]=[N:21][C:7]2=3)=[O:5])[CH2:37][CH2:38]1)[CH:29]=[C:30]([CH3:32])[CH3:31] |f:1.2.3|. Reported procedure: A mixture of 6.6 g of 11-(3-chloropropionyl)-5,11-dihydro-6H-pyrido-[2,3-b][1,4]-benzodiazepine-6-one, 2.56 g of sodium carbonate and 4.0 g of 1-prenylpiperazine was refluxed in 90 ml of absolute ethanol for 2 hours. Then, the reaction mixture was vacuum filtered while still hot and the filtrate was evaporated to a volume of about 20 ml. The crystallized precipitate was vacuum filtered and the product was crystallized from isopropanol to obtain a 62% yield of 5,11-dihydro-11-[3-(4-prenyl-1-piper...